This data is from the Open Reaction Database (ORD), a public repository of structured organic reaction records. The task is: describe an organic reaction: reactants, conditions, products, and yield Reactants: C(C1=CC=CC=C1)OC1=CC=C(C[C@@H](COC(C)(C)C)N)C=C1 ((S)-1-(4-benzyloxy-benzyl)-2-tert-butoxy-ethylamine), C(C)OCC (diethyl ether), N1(CCCCCC1)C(=O)N[C@H](C(=O)O)CC(C)C ((S)-2-[(azepane-1-carbonyl)-amino]-4-methyl-pentanoic acid), CN1CCOCC1 (4-methylmorpholine), O-benzotriazol-1-yl-N,N,N′,N′-bis(tetramethylene)uranium hexafluorophosphate. The solvent is CN(C=O)C (dimethylformamide), CN(C=O)C (N,N-dimethylformamide). Conditions: temperature 3 celsius, time 40 minute. The product is C(C1=CC=CC=C1)OC1=CC=C(C=C1)CC(COC(C)(C)C)NC(=O)C(CC(C)C)NC(=O)N1CCCCCC1 (Azepane-1-carboxylic acid {1-[2-(4-benzyloxy-phenyl)-1-tert-butoxymethyl-ethylcarbamoyl]-3-methyl-butyl}-amide). As a reaction SMILES: [N:1]1([C:8]([NH:10][C@@H:11]([CH2:15][CH:16]([CH3:18])[CH3:17])[C:12]([OH:14])=O)=[O:9])[CH2:7][CH2:6][CH2:5][CH2:4][CH2:3][CH2:2]1.CN1CCOCC1.[CH2:26]([O:33][C:34]1[CH:48]=[CH:47][C:37]([CH2:38][C@H:39]([NH2:46])[CH2:40][O:41][C:42]([CH3:45])([CH3:44])[CH3:43])=[CH:36][CH:35]=1)[C:27]1[CH:32]=[CH:31][CH:30]=[CH:29][CH:28]=1.C(OCC)C>CN(C)C=O>[CH2:26]([O:33][C:34]1[CH:35]=[CH:36][C:37]([CH2:38][CH:39]([NH:46][C:12]([CH:11]([NH:10][C:8]([N:1]2[CH2:2][CH2:3][CH2:4][CH2:5][CH2:6][CH2:7]2)=[O:9])[CH2:15][CH:16]([CH3:18])[CH3:17])=[O:14])[CH2:40][O:41][C:42]([CH3:44])([CH3:43])[CH3:45])=[CH:47][CH:48]=1)[C:27]1[CH:28]=[CH:29][CH:30]=[CH:31][CH:32]=1. Procedure: A 3° C. solution of 106 mg (0.41 mmol) (S)-2-[(azepane-1-carbonyl)-amino]-4-methyl-pentanoic acid (Example 1, Step B) and 0.137 mL (0.41 mmol) 4-methylmorpholine in 2 mL N,N-dimethylformamide was treated with 165 mg (0.44 mmol) O-benzotriazol-1-yl-N,N,N′,N′-bis(tetramethylene)uranium hexafluorophosphate (Novabiochem, La Jolla, Calif.), and stirred for 30 minutes, at which time a solution of (S)-1-(4-benzyloxy-benzyl)-2-tert-butoxy-ethylamine in 3 mL dimethylformamide was added and the mixture st...